From a dataset of the Open Reaction Database (ORD), a public repository of structured organic reaction records. describe an organic reaction: reactants, conditions, products, and yield Starting materials: O=C1Nc2ccccc2N2CCc3cccc1c32, COc1ccc(P2(=S)SP(=S)(c3ccc(OC)cc3)S2)cc1, Cc1ccccc1. Yields the product S=C1Nc2ccccc2N2CCc3cccc1c32. As a reaction SMILES: [CH2:1]1[CH2:2][c:3]2[cH:4][cH:5][cH:6][c:7]3[c:13]2[N:12]1[c:11]1[c:10]([cH:17][cH:16][cH:15][cH:14]1)[NH:9][C:8]3=[O:18].[CH3:19][O:20][c:21]1[cH:22][cH:23][c:24]([P:25]2(=[S:26])[S:27][P:29](=[S:30])([c:31]3[cH:32][cH:33][c:34]([O:35][CH3:36])[cH:37][cH:38]3)[S:28]2)[cH:39][cH:40]1.[CH3:41][c:42]1[cH:43][cH:44][cH:45][cH:46][cH:47]1>>[CH2:1]1[CH2:2][c:3]2[cH:4][cH:5][cH:6][c:7]3[c:13]2[N:12]1[c:11]1[c:10]([cH:17][cH:16][cH:15][cH:14]1)[NH:9][C:8]3=[S:28]. The reactants are [H-].[Na+] (sodium hydride), Cl.NC=1SC(=C(N1)C1=CC=C(C=C1)OC)C1=CC=C(C=C1)OC (2-amino-4,5-bis(4-methoxyphenyl)thiazole hydrochloride), CN=C=S (methyl isothiocyanate). Solvent: CN(C=O)C (N,N-dimethylformamide), CN(C=O)C (N,N-dimethylformamide). Run at time 30 minute. Yields the product COC1=CC=C(C=C1)C=1N=C(SC1C1=CC=C(C=C1)OC)NC(=S)NC (4,5-bis(4-methoxyphenyl)2-(3-methylthioureido)thiazole). Reaction SMILES: Cl.[NH2:2][C:3]1[S:4][C:5]([C:16]2[CH:21]=[CH:20][C:19]([O:22][CH3:23])=[CH:18][CH:17]=2)=[C:6]([C:8]2[CH:13]=[CH:12][C:11]([O:14][CH3:15])=[CH:10][CH:9]=2)[N:7]=1.[H-].[Na+].[CH3:26][N:27]=[C:28]=[S:29]>CN(C)C=O>[CH3:15][O:14][C:11]1[CH:10]=[CH:9][C:8]([C:6]2[N:7]=[C:3]([NH:2][C:28]([NH:27][CH3:26])=[S:29])[S:4][C:5]=2[C:16]2[CH:21]=[CH:20][C:19]([O:22][CH3:23])=[CH:18][CH:17]=2)=[CH:13][CH:12]=1 |f:0.1,2.3|. Reported procedure: A suspension of 2-amino-4,5-bis(4-methoxyphenyl)thiazole hydrochloride (1.00 g) in N,N-dimethylformamide (5 ml) was added dropwise to a suspension of sodium hydride (60% dispersion in mineral oil) (0.13 g) in N,N-dimethylformamide (5 ml) at 0° C. for 30 minutes. The reaction mixture was stirred at room temperature for 30 minutes. After methyl isothiocyanate (2.19 ml) was added dropwise to the reaction mixture, the reaction mixture was stirred at 80° C. for 5.5 hours. After allowing to cool to ro... The reactants are O=C1N(C=CC(=C1)C1=NC=C(C=C1)C(F)(F)F)C=1C=CC=2C3=C(N(C2C1)S(=O)(=O)C1=CC=C(C)C=C1)CCN(C3)C(=O)OC(C)(C)C (tert-Butyl 7-(2-oxo-4-(5-(trifluoromethyl)pyridin-2-yl)pyridin-1(2H)-yl)-5-tosyl-3,4-dihydro-1H-pyrido[4,3-b]indole-2(5H)-carboxylate), C(=O)(C(F)(F)F)O (TFA), C(Cl)Cl (methylene chloride). Product: FC(C(=O)O)(F)F.S(=O)(=O)(C1=CC=C(C)C=C1)N1C2=C(C=3C=CC(=CC13)N1C(C=C(C=C1)C1=NC=C(C=C1)C(F)(F)F)=O)CNCC2 (1-(5-Tosyl-2,3,4,5-tetrahydro-1H-pyrido[4,3-b]indol-7-yl)-4-(5-(trifluoromethyl)pyridin-2-yl)pyridin-2(1H)-one trifluoroacetic acid salt). The yield is 100.0%. As a reaction SMILES: [O:1]=[C:2]1[CH:7]=[C:6]([C:8]2[CH:13]=[CH:12][C:11]([C:14]([F:17])([F:16])[F:15])=[CH:10][N:9]=2)[CH:5]=[CH:4][N:3]1[C:18]1[CH:19]=[CH:20][C:21]2[C:22]3[CH2:40][N:39](C(OC(C)(C)C)=O)[CH2:38][CH2:37][C:23]=3[N:24]([S:27]([C:30]3[CH:36]=[CH:35][C:33]([CH3:34])=[CH:32][CH:31]=3)(=[O:29])=[O:28])[C:25]=2[CH:26]=1.C(Cl)Cl.[C:51]([OH:57])([C:53]([F:56])([F:55])[F:54])=[O:52]>>[F:54][C:53]([F:56])([F:55])[C:51]([OH:57])=[O:52].[S:27]([N:24]1[C:25]2[CH:26]=[C:18]([N:3]3[CH:4]=[CH:5][C:6]([C:8]4[CH:13]=[CH:12][C:11]([C:14]([F:17])([F:16])[F:15])=[CH:10][N:9]=4)=[CH:7][C:2]3=[O:1])[CH:19]=[CH:20][C:21]=2[C:22]2[CH2:40][NH:39][CH2:38][CH2:37][C:23]1=2)([C:30]1[CH:31]=[CH:32][C:33]([CH3:34])=[CH:35][CH:36]=1)(=[O:29])=[O:28] |f:3.4|. Procedure details: tert-Butyl 7-(2-oxo-4-(5-(trifluoromethyl)pyridin-2-yl)pyridin-1(2H)-yl)-5-tosyl-3,4-dihydro-1H-pyrido[4,3-b]indole-2(5H)-carboxylate (165 mg, 0.248 mmol) was stirred in TFA (3 mL) and methylene chloride (1 mL) for 3 h. Concentration of the solution under reduced pressure provided the title compound (164 mg, 100%) as a yellow oil; ESI MS m/z 565 [M+H]+. Starting materials: CC1=C(N)C(=CC(=C1)Br)C (2,6-Dimethyl-4-bromoaniline), ClCC1COCO1 (5-chloromethyl-1,3-dioxolane), C([O-])([O-])=O.[K+].[K+] (potassium carbonate). Reagents/catalysts: [Cl-].C(C)[N+](CC)(CC)CC (tetraethylammonium chloride). The product is O1COCC1CNC1=C(C=C(C=C1C)Br)C (N-(1,3-dioxolan-5-ylmethyl)-2,6-dimethyl-4-bromoaniline). Reaction SMILES: [CH3:1][C:2]1[CH:8]=[C:7]([Br:9])[CH:6]=[C:5]([CH3:10])[C:3]=1[NH2:4].Cl[CH2:12][CH:13]1[O:17][CH2:16][O:15][CH2:14]1.C(=O)([O-])[O-].[K+].[K+]>[Cl-].C([N+](CC)(CC)CC)C>[O:17]1[CH:13]([CH2:12][NH:4][C:3]2[C:2]([CH3:1])=[CH:8][C:7]([Br:9])=[CH:6][C:5]=2[CH3:10])[CH2:14][O:15][CH2:16]1 |f:2.3.4,5.6|. Reported procedure: 2,6-Dimethyl-4-bromoaniline (0.3 mole), 5-chloromethyl-1,3-dioxolane (0.3 mole), potassium carbonate (0.3 mole) and tetraethylammonium chloride (2 grams) are charged into a glass reaction vessel equipped with a mechanical stirrer, thermometer and reflux condenser. The reaction mixture is heated at reflux for a period of 5 hours. After this time the mixture is filtered and distilled to yield the desired product N-(1,3-dioxolan-5-ylmethyl)-2,6-dimethyl-4-bromoaniline. The reagents and catalysts are O (H2O). RXN SMILES: C(OC([N:8]1[C:16]2[C:11](=[CH:12][CH:13]=[CH:14][C:15]=2[C:17]([N:19]2[CH2:23][C@@H:22]([C:24]3[CH:28]=[CH:27][S:26][CH:25]=3)[C@H:21]([CH2:29][N:30]3[CH2:35][CH2:34][CH:33]([C:36]4[CH:41]=[CH:40][C:39]([F:42])=[CH:38][CH:37]=4)[CH2:32][CH2:31]3)[CH2:20]2)=[O:18])[CH:10]=[C:9]1C)=O)(C)(C)C.[C:44]([C:48]([OH:50])=[O:49])(F)(F)F>O>[NH3:8].[C:48]([CH2:44][N:8]1[C:16]2[C:11](=[CH:12][CH:13]=[CH:14][C:15]=2[C:17]([N:19]2[CH2:23][C@@H:22]([C:24]3[CH:28]=[CH:27][S:26][CH:25]=3)[C@H:21]([CH2:29][N:30]3[CH2:35][CH2:34][CH:33]([C:36]4[CH:37]=[CH:38][C:39]([F:42])=[CH:40][CH:41]=4)[CH2:32][CH2:31]3)[CH2:20]2)=[O:18])[CH:10]=[CH:9]1)([OH:50])=[O:49]. Yields the product N (NH3), C(=O)(O)CN1C=CC2=CC=CC(=C12)C(=O)N1C[C@H]([C@@H](C1)C1=CSC=C1)CN1CCC(CC1)C1=CC=C(C=C1)F (1-(1-Carboxymethyl-7-indolecarbonyl)-3-(R)-(4-(4-fluorophenyl)piperidinylmethyl)-4-(R)-(3-thienyl)pyrrolidine). Procedure: A solution of 0.185 g (0.307 mmol) of 1-(1-t-butoxycarbonyl methyl-7-indolecarbonyl)-3-(R)-(4-(4-fluorophenyl)piperidinylmethyl)-4-(R)-(3-thienyl)pyrrolidine in 6 mL of CF3CO2H and 5 drops of H2O was stirred at rt for 1.5 h. The reaction mixture was concentrated and purified by chromatography (silica, CH2Cl2: ethyl acetate: NH3 (2M in MeOH), 10:10:1, then CH2Cl2: MeOH: NH3 (2M in MeOH) 100:8:4) to give the title compound. Starting materials: C(C)(C)(C)OC(=O)N1C(=CC2=CC=CC(=C12)C(=O)N1C[C@H]([C@@H](C1)C1=CSC=C1)CN1CCC(CC1)C1=CC=C(C=C1)F)C (1-(1-t-butoxycarbonyl methyl-7-indolecarbonyl)-3-(R)-(4-(4-fluorophenyl)piperidinylmethyl)-4-(R)-(3-thienyl)pyrrolidine), C(F)(F)(F)C(=O)O (CF3CO2H).